The task is: describe an organic reaction: reactants, conditions, products, and yield. This data is from the Open Reaction Database (ORD), a public repository of structured organic reaction records. The reactants are ClC1=CC=C2C(=C(N(C2=C1F)C=1C=NN(C1)CC)C1CC1)SC1=CC=CC(=N1)C(=O)OC (methyl 6-((6-chloro-2-cyclopropyl-1-(1-ethyl-1H-pyrazol-4-yl)-7-fluoro-1H-indol-3-yl)thio)picolinate), [OH-].[Na+] (NaOH). Run in C1CCOC1.O (THF water). Conditions: temperature 60 celsius. Product: ClC1=CC=C2C(=C(N(C2=C1F)C=1C=NN(C1)CC)C1CC1)SC1=CC=CC(=N1)C(=O)O (6-((6-chloro-2-cyclopropyl-1-(1-ethyl-1H-pyrazol-4-yl)-7-fluoro-1H-indol-3-yl)thio)picolinic Acid). Isolated yield 103.7%. As a reaction SMILES: [Cl:1][C:2]1[C:10]([F:11])=[C:9]2[C:5]([C:6]([S:22][C:23]3[N:28]=[C:27]([C:29]([O:31]C)=[O:30])[CH:26]=[CH:25][CH:24]=3)=[C:7]([CH:19]3[CH2:21][CH2:20]3)[N:8]2[C:12]2[CH:13]=[N:14][N:15]([CH2:17][CH3:18])[CH:16]=2)=[CH:4][CH:3]=1.[OH-].[Na+]>C1COCC1.O>[Cl:1][C:2]1[C:10]([F:11])=[C:9]2[C:5]([C:6]([S:22][C:23]3[N:28]=[C:27]([C:29]([OH:31])=[O:30])[CH:26]=[CH:25][CH:24]=3)=[C:7]([CH:19]3[CH2:20][CH2:21]3)[N:8]2[C:12]2[CH:13]=[N:14][N:15]([CH2:17][CH3:18])[CH:16]=2)=[CH:4][CH:3]=1 |f:1.2,3.4|. Reported procedure: To a stirred solution of compound 9 (2.81 g, 5.97 mmol) in THF:water (4:1) (40 mL) was added 1M aq. NaOH solution (6.03 mL, 6.03 mmol) and the mixture was heated at 60° C. for 1 h. After completion of the reaction, the solvent was removed to afford Compound 1-92 (2.83 g, 100%) as a light brown solid. LC-MS: 457 (M++1). Starting materials: ClC(=O)OCC (Ethyl chloroformate), ice, Br.CC1N2C=CN=C2C=2C(=CNC2C1)C(=O)O (4-methyl-5,6-dihydro-4H-1,3a,6-triaza-as-indacene-8-carboxylic acid hydrobromide), FC1=C(N)C=CC(=C1)OC(C)C (2-Fluoro-4-isopropoxyaniline), C([O-])([O-])=O.[K+].[K+] (potassium carbonate). Run in O (water), CN(C=O)C (N,N-dimethylformamide), C(C)N(CC)CC (triethylamine), O (water), C(C)O (ethanol), C(C)(=O)OCC (ethyl acetate). Reaction conditions: time 1 hour. Product: FC1=C(C=CC(=C1)OC(C)C)NC(=O)C1=CNC=2CC(N3C=CN=C3C12)C (4-methyl-5,6-dihydro-4H-1,3a,6-triaza-as-indacene-8-carboxylic acid (2-fluoro-4-isopropoxyphenyl)amide). RXN SMILES: ClC(OCC)=O.Br.[CH3:8][CH:9]1[CH2:20][C:19]2[NH:18][CH:17]=[C:16]([C:21]([OH:23])=O)[C:15]=2[C:14]2[N:10]1[CH:11]=[CH:12][N:13]=2.[F:24][C:25]1[CH:31]=[C:30]([O:32][CH:33]([CH3:35])[CH3:34])[CH:29]=[CH:28][C:26]=1[NH2:27].C(=O)([O-])[O-].[K+].[K+]>C(OCC)(=O)C.O.C(O)C.CN(C)C=O.C(N(CC)CC)C>[F:24][C:25]1[CH:31]=[C:30]([O:32][CH:33]([CH3:34])[CH3:35])[CH:29]=[CH:28][C:26]=1[NH:27][C:21]([C:16]1[C:15]2[C:14]3[N:10]([CH:11]=[CH:12][N:13]=3)[CH:9]([CH3:8])[CH2:20][C:19]=2[NH:18][CH:17]=1)=[O:23] |f:1.2,4.5.6|. Reported procedure: Ethyl chloroformate (66 μL) is added dropwise to an ice-cold mixture of 4-methyl-5,6-dihydro-4H-1,3a,6-triaza-as-indacene-8-carboxylic acid hydrobromide (192 mg), triethylamine (0.33 mL), and N,N-dimethylformamide (5 mL). The mixture is stirred at 0° for 1 hour then at room temperature for 30 minutes. 2-Fluoro-4-isopropoxyaniline (66 mg) is added and the mixture is stirred at room temperature for 18 hours. The mixture is diluted with ethyl acetate (50 mL) then treated with water (25 mL), and ext...